This data is from the Open Reaction Database (ORD), a public repository of structured organic reaction records. The task is: describe an organic reaction: reactants, conditions, products, and yield The reactants are O=C1C[C@@H]([C@H](O1)C(=O)OCC1=CC=CC=C1)C(=O)OC(C)(C)C (2-benzyl 3-tert-butyl (2S,3S)-5-oxotetrahydrofuran-2,3-dicarboxylate). Reagents/catalysts: [C].[Pd] (palladium-carbon). Run in C(C)(=O)OCC (ethyl acetate). Run at time 3 hour. The product is C(C)(C)(C)OC(=O)[C@@H]1[C@H](OC(C1)=O)C(=O)O ((2S,3S)-3-tert-butoxycarbonyl-5-oxotetrahydrofuran-2-carboxylic Acid). The yield is 95.4%. Reaction SMILES: [O:1]=[C:2]1[O:6][C@H:5]([C:7]([O:9]CC2C=CC=CC=2)=[O:8])[C@@H:4]([C:17]([O:19][C:20]([CH3:23])([CH3:22])[CH3:21])=[O:18])[CH2:3]1>C(OCC)(=O)C.[C].[Pd]>[C:20]([O:19][C:17]([C@H:4]1[CH2:3][C:2](=[O:1])[O:6][C@@H:5]1[C:7]([OH:9])=[O:8])=[O:18])([CH3:23])([CH3:21])[CH3:22] |f:2.3|. Reported procedure: 6.4 g of 2-benzyl 3-tert-butyl (2S,3S)-5-oxotetrahydrofuran-2,3-dicarboxylate was dissolved in 80 ml of ethyl acetate, and 640 mg of a 10% palladium-carbon catalyst was added thereto, followed by catalytic reduction for 3 hours at room temperature under hydrogen atmospheric pressure. The catalyst was filtered off, and the filtrate was evaporated to dryness under reduced pressure to obtain 4.39 g of the above-identified compound as white solid. Yields the product C(C)(C)(C)OC(NCC=1SC(=CC1)C=1C=2C3=C(C(NC2C=CC1OC)=O)SC=C3)=O (tert-Butyl[5-(8-Methoxy-4-oxo-4,5-dihydrothieno[2,3-c]quinolin-9-yl)thiophen-2-yl]methylcarbamate). Reaction SMILES: Br[C:2]1[C:3]2[C:4]3[CH:17]=[CH:16][S:15][C:5]=3[C:6](=[O:14])[NH:7][C:8]=2[CH:9]=[CH:10][C:11]=1[O:12][CH3:13].[C:18]([O:22][C:23]([NH:25][CH2:26][C:27]1[S:31][C:30](B(O)O)=[CH:29][CH:28]=1)=[O:24])([CH3:21])([CH3:20])[CH3:19]>>[C:18]([O:22][C:23](=[O:24])[NH:25][CH2:26][C:27]1[S:31][C:30]([C:2]2[C:3]3[C:4]4[CH:17]=[CH:16][S:15][C:5]=4[C:6](=[O:14])[NH:7][C:8]=3[CH:9]=[CH:10][C:11]=2[O:12][CH3:13])=[CH:29][CH:28]=1)([CH3:21])([CH3:19])[CH3:20]. Starting materials: BrC=1C=2C3=C(C(NC2C=CC1OC)=O)SC=C3 (9-bromo-8-methoxythieno[2,3-c]quinolin-4(5H)-one), C(C)(C)(C)OC(=O)NCC1=CC=C(S1)B(O)O (5-[(tert-butoxycarbonylamino)methyl]thiophen-2-ylboronic acid). Isolated yield 14.1%. Procedure details: Following General Procedure B, 9-bromo-8-methoxythieno[2,3-c]quinolin-4(5H)-one (150 mg, 0.48 mmol) was reacted with 5-[(tert-butoxycarbonylamino)methyl]thiophen-2-ylboronic acid (130 mg, 0.53 mmol) to afford the desired product (30 mg, 18%) as a off-white solid: 1H NMR (500 MHz, CD3OD) δ 7.74 (d, J=5.4 Hz, 1H), 7.56 (d, J=9.1 Hz, 1H), 7.36 (d, J=9.1 Hz, 1H), 6.49 (d, J=3.1 Hz, 1H), 6.40 (br s, 1H), 6.01 (d, J=5.4 Hz, 1H), 4.27 (s, 2H), 3.82 (s, 3H), 1.39 (s, 9H). Procedure: 1-Iodo-7-hydroxynaphthalene, as described in Step A, (15.84 g, 58.65 mmol), imidazole (5.59 g, 82.11 mmol) and triisopropylsilyl chloride (17.6 mL, 82.11 mmol) were dissolved in DMF (40 mL) and heated to 40° C. for 18 hours. The reaction was poured into H2O and extracted with hexanes (3×). The combined organic extracts were dried over Na2SO4, filtered and concentrated in vacuo, to yield the above-titled compound. As a reaction SMILES: [I:1][C:2]1[C:11]2[C:6](=[CH:7][CH:8]=[C:9]([OH:12])[CH:10]=2)[CH:5]=[CH:4][CH:3]=1.N1C=CN=C1.[CH:18]([Si:21](Cl)([CH:25]([CH3:27])[CH3:26])[CH:22]([CH3:24])[CH3:23])([CH3:20])[CH3:19].O>CN(C=O)C>[I:1][C:2]1[C:11]2[C:6](=[CH:7][CH:8]=[C:9]([O:12][Si:21]([CH:25]([CH3:27])[CH3:26])([CH:22]([CH3:24])[CH3:23])[CH:18]([CH3:20])[CH3:19])[CH:10]=2)[CH:5]=[CH:4][CH:3]=1. The reactants are IC1=CC=CC2=CC=C(C=C12)O (1-Iodo-7-hydroxynaphthalene), O (H2O), N1C=NC=C1 (imidazole), C(C)(C)[Si](C(C)C)(C(C)C)Cl (triisopropylsilyl chloride). The product is IC1=CC=CC2=CC=C(C=C12)O[Si](C(C)C)(C(C)C)C(C)C (1-Iodo-7-(triisopropylsilyloxy)naphthalene). Reaction conditions: temperature 40 celsius. Solvent: CN(C)C=O (DMF). The reactants are CCCc1c2c(nc3ccccc13)CCNCC2, CCOC(=O)Cl. The product is CCCc1c2c(nc3ccccc13)CCN(C(=O)OCC)CC2, Cl. As a reaction SMILES: [CH2:1]([CH2:2][CH3:3])[c:4]1[c:5]2[c:6]([n:7][c:8]3[cH:9][cH:10][cH:11][cH:12][c:13]13)[CH2:14][CH2:15][NH:16][CH2:17][CH2:18]2.[Cl:19][C:20](=[O:21])[O:22][CH2:23][CH3:24]>>[CH2:1]([CH2:2][CH3:3])[c:4]1[c:5]2[c:6]([n:7][c:8]3[cH:9][cH:10][cH:11][cH:12][c:13]13)[CH2:14][CH2:15][N:16]([C:20](=[O:21])[O:22][CH2:23][CH3:24])[CH2:17][CH2:18]2.[ClH:19]. Starting materials: CC#N, CC1(c2ccc3cc(OC4CCC(C(C)(F)F)CC4)ccc3c2)COC(=O)N1, O=C(O)C(F)(F)F, O=C1CCC(=O)N1I. Yields the product CC1(c2ccc3c(I)c(OC4CCC(C(C)(F)F)CC4)ccc3c2)COC(=O)N1. RXN SMILES: [CH3:44][C:45]#[N:46].[F:1][C:2]([CH3:3])([F:4])[CH:5]1[CH2:6][CH2:7][CH:8]([O:11][c:12]2[cH:13][c:14]3[cH:15][cH:16][c:17]([C:22]4([CH3:28])[NH:23][C:24](=[O:27])[O:25][CH2:26]4)[cH:18][c:19]3[cH:20][cH:21]2)[CH2:9][CH2:10]1.[F:37][C:38]([F:39])([F:40])[C:41]([OH:42])=[O:43].[O:29]=[C:30]1[N:31]([I:36])[C:32](=[O:33])[CH2:34][CH2:35]1>>[F:1][C:2]([CH3:3])([F:4])[CH:5]1[CH2:6][CH2:7][CH:8]([O:11][c:12]2[c:13]([I:36])[c:14]3[cH:15][cH:16][c:17]([C:22]4([CH3:28])[NH:23][C:24](=[O:27])[O:25][CH2:26]4)[cH:18][c:19]3[cH:20][cH:21]2)[CH2:9][CH2:10]1.